describe an organic reaction: reactants, conditions, products, and yield From a dataset of the Open Reaction Database (ORD), a public repository of structured organic reaction records. The reactants are solution, C[Si](C)(C)[N-][Si](C)(C)C.[Li+] (lithium bis(trimethylsilyl)-amide), ClC=1C=C(C=CC1)[C@@H]1[C@H](N(C(CC1)=O)[C@@H](C(=O)OC(C)(C)C)CC)C1=CC=C(C=C1)Cl (tert-butyl (2R)-2-((2S,3R)-3-(3-chlorophenyl)-2-(4-chlorophenyl)-6-oxo-1-piperidinyl)butanoate), C(C=C)Br (allyl bromide). Run in C1CCOC1 (THF), C1CCOC1 (THF). Reaction conditions: temperature -78 celsius, time 3 hour. Yields the product C(C=C)[C@H]1C(N([C@@H]([C@H](C1)C1=CC(=CC=C1)Cl)C1=CC=C(C=C1)Cl)[C@H](C(=O)OC(C)(C)C)CC)=O (tert-butyl (2S)-2-((3R,5R,6S)-3-allyl-5-(3-chlorophenyl)-6-(4-chlorophenyl)-2-oxopiperidin-1-yl)butanoate). RXN SMILES: [Cl:1][C:2]1[CH:3]=[C:4]([C@H:8]2[CH2:13][CH2:12][C:11](=[O:14])[N:10]([C@H:15]([CH2:23][CH3:24])[C:16]([O:18][C:19]([CH3:22])([CH3:21])[CH3:20])=[O:17])[C@@H:9]2[C:25]2[CH:30]=[CH:29][C:28]([Cl:31])=[CH:27][CH:26]=2)[CH:5]=[CH:6][CH:7]=1.[CH2:32](Br)[CH:33]=[CH2:34].C[Si]([N-][Si](C)(C)C)(C)C.[Li+]>C1COCC1>[CH2:34]([C@@H:12]1[CH2:13][C@H:8]([C:4]2[CH:5]=[CH:6][CH:7]=[C:2]([Cl:1])[CH:3]=2)[C@@H:9]([C:25]2[CH:26]=[CH:27][C:28]([Cl:31])=[CH:29][CH:30]=2)[N:10]([C@@H:15]([CH2:23][CH3:24])[C:16]([O:18][C:19]([CH3:22])([CH3:21])[CH3:20])=[O:17])[C:11]1=[O:14])[CH:33]=[CH2:32] |f:2.3|. Procedure: To a solution of 1.45 g (3.14 mmol) of tert-butyl (2S)-2-((2S,3R)-3-(3-chlorophenyl)-2-(4-chlorophenyl)-6-oxo-1-piperidinyl)butanoate (Example 1, Step F) and allyl bromide (0.326 mL, 3.76 mmol) in 12.5 mL of THF was added dropwise at −78° C. 3.3 mL of a 1 M solution of lithium bis(trimethylsilyl)-amide in THF (3.3 mmol). After being stirred at −78° C. for 3 h, the reaction was quenched with sat. aqueous NH4Cl solution, extracted with ethyl acetate. The combined organic layers were washed with sa...